This data is from the Open Reaction Database (ORD), a public repository of structured organic reaction records. The task is: describe an organic reaction: reactants, conditions, products, and yield Reactants: ClC1=CC=NC2=CC(=C(C=C12)OC)OC (4-Chloro-6,7-dimethoxyquinoline), ClC1=CC=C(C(C=O)=C1)O (5-chloro-salicylaldehyde), O (water). Reagents/catalysts: CN(C1=CC=NC=C1)C (4-dimethylaminopyridine). The solvent is ClC1=CC=CC=C1 (monochlorobenzene). Conditions: temperature 130 celsius, time 8 hour. Yields the product ClC=1C=CC(=C(C=O)C1)OC1=CC=NC2=CC(=C(C=C12)OC)OC (5-chloro-2-[(6,7-dimethoxy-4-quinolyl)oxy]benzaldehyde). As a reaction SMILES: Cl[C:2]1[C:11]2[C:6](=[CH:7][C:8]([O:14][CH3:15])=[C:9]([O:12][CH3:13])[CH:10]=2)[N:5]=[CH:4][CH:3]=1.[Cl:16][C:17]1[CH:24]=[C:21]([CH:22]=[O:23])[C:20]([OH:25])=[CH:19][CH:18]=1.O>CN(C)C1C=CN=CC=1.ClC1C=CC=CC=1>[Cl:16][C:17]1[CH:18]=[CH:19][C:20]([O:25][C:2]2[C:11]3[C:6](=[CH:7][C:8]([O:14][CH3:15])=[C:9]([O:12][CH3:13])[CH:10]=3)[N:5]=[CH:4][CH:3]=2)=[C:21]([CH:24]=1)[CH:22]=[O:23]. Reported procedure: 4-Chloro-6,7-dimethoxyquinoline (111 mg), 5-chloro-salicylaldehyde (360 mg), and 4-dimethylaminopyridine (244 mg) were suspended in monochlorobenzene (2 ml), and the suspension was stirred at 130° C. for overnight. The reaction solution was cooled to room temperature, water was then added to the reaction solution, and the mixture was extracted with ethyl acetate. The ethyl acetate layer was then washed with water and saturated brine and was dried over anhydrous sodium sulfate. The solvent was re... Starting materials: C[C@H](CCC(=O)O)[C@H]1CC[C@@H]2[C@@]1([C@H](C[C@H]3[C@H]2[C@@H](C[C@H]4[C@@]3(CC[C@H](C4)O)C)O)O)C (cholic acid), Cl (hydrochloric acid), CO (methanol). Product: C[C@H](CCC(=O)OC)[C@H]1CC[C@@H]2[C@@]1([C@H](C[C@H]3[C@H]2[C@@H](C[C@H]4[C@@]3(CC[C@H](C4)O)C)O)O)C (methyl cholate). As a reaction SMILES: [CH3:1][C@@H:2]([C@@H:8]1[C@@:12]2([CH3:29])[C@@H:13]([OH:28])[CH2:14][C@@H:15]3[C@@:20]4([CH3:26])[CH2:21][CH2:22][C@@H:23]([OH:25])[CH2:24][C@H:19]4[CH2:18][C@@H:17]([OH:27])[C@H:16]3[C@@H:11]2[CH2:10][CH2:9]1)[CH2:3][CH2:4][C:5]([OH:7])=[O:6].Cl.[CH3:31]O>>[CH3:1][C@@H:2]([C@@H:8]1[C@@:12]2([CH3:29])[C@@H:13]([OH:28])[CH2:14][C@@H:15]3[C@@:20]4([CH3:26])[CH2:21][CH2:22][C@@H:23]([OH:25])[CH2:24][C@H:19]4[CH2:18][C@@H:17]([OH:27])[C@H:16]3[C@@H:11]2[CH2:10][CH2:9]1)[CH2:3][CH2:4][C:5]([O:7][CH3:31])=[O:6]. Procedure: A mixture of 100 g cholic acid, 300 ml of methanol and 10 ml concentrated hydrochloric acid was refluxed on steam for 20 minutes. The resulting brown solution was refrigerated to induce crystallization. The crystals were collected, washed with 50 ml cold methanol, and dried to give 103 g methyl cholate, m.p. 153-154° C. Reactants: ClC1=C(C#N)C(=CC=C1)S (2-chloro-6-mercapto-benzonitrile), OC1=C(C#N)C=CC=C1 (2-hydroxy-benzonitrile). Yields the product NC1=C(SC2=C1C(=CC=C2)Cl)C(C)=O (1-(3-amino-4-chloro-benzothiophen-2-yl)-ethanone). RXN SMILES: [Cl:1][C:2]1[CH:9]=[CH:8][CH:7]=[C:6]([SH:10])[C:3]=1[C:4]#[N:5].[OH:11][C:12]1[CH:19]=CC=C[C:13]=1C#N>>[NH2:5][C:4]1[C:3]2[C:2]([Cl:1])=[CH:9][CH:8]=[CH:7][C:6]=2[S:10][C:13]=1[C:12](=[O:11])[CH3:19]. Procedure details: The procedure was similar to step S1A, while the starting material was 2-chloro-6-mercapto-benzonitrile (2A) in stead of 2-hydroxy-benzonitrile. Starting materials: FC1=C(C=CC(=C1)B1OC(C(O1)(C)C)(C)C)C=1N=CC(=NC1)N (5-(2-fluoro-4-(4,4,5,5-tetramethyl-1,3,2-dioxaborolan-2-yl)phenyl)-pyrazin-2-amine), BrC1=C(C=CC=C1)S(=O)(=O)N1CC(CCC1)CO (racemic (1-((2-bromophenyl)sulfonyl)piperidin-3-yl)methanol). Yields the product NC=1N=CC(=NC1)C1=C(C=C(C=C1)C1=C(C=CC=C1)S(=O)(=O)N1CC(CCC1)CO)F (racemic (1-{[4′-(5-Aminopyrazin-2-yl)-3′-fluorobiphenyl-2-yl]sulfonyl}piperidin-3-yl)methanol). RXN SMILES: [F:1][C:2]1[CH:7]=[C:6](B2OC(C)(C)C(C)(C)O2)[CH:5]=[CH:4][C:3]=1[C:17]1[N:18]=[CH:19][C:20]([NH2:23])=[N:21][CH:22]=1.Br[C:25]1[CH:30]=[CH:29][CH:28]=[CH:27][C:26]=1[S:31]([N:34]1[CH2:39][CH2:38][CH2:37][CH:36]([CH2:40][OH:41])[CH2:35]1)(=[O:33])=[O:32]>>[NH2:23][C:20]1[N:21]=[CH:22][C:17]([C:3]2[CH:4]=[CH:5][C:6]([C:25]3[CH:30]=[CH:29][CH:28]=[CH:27][C:26]=3[S:31]([N:34]3[CH2:39][CH2:38][CH2:37][CH:36]([CH2:40][OH:41])[CH2:35]3)(=[O:32])=[O:33])=[CH:7][C:2]=2[F:1])=[N:18][CH:19]=1. Procedure details: The title compound was prepared in a manner similar to that described in Example 448 using 5-(2-fluoro-4-(4,4,5,5-tetramethyl-1,3,2-dioxaborolan-2-yl)phenyl)-pyrazin-2-amine and racemic (1-((2-bromophenyl)sulfonyl)piperidin-3-yl)methanol. MS (ESI): mass calcd. for C22H23FN4O3S, 442.15; m/z found, 443.1 [M+H]+. 1H NMR (400 MHz, CD3OD) δ 8.33 (d, J=8.7, 2H), 8.10-8.06 (m, 1H), 7.96 (m, 1H), 7.73-7.67 (m, 1H), 7.64-7.58 (m, 1H), 7.44-7.40 (m, 1H), 7.36-7.29 (m, 2H), 3.43-3.32 (m, 2H), 3.27-3.16 (m,... The reactants are CN(CC=1N=C(SC1)C(C)C)C(=O)N[C@@H](C(C)C)C(=O)O (N-((N-methyl-N-((2-isopropyl-4-thiazolyl)methyl)amino)carbonyl)-L-valine), N[C@H](C[C@@H]([C@H](CC1=CC=CC=C1)NC(=O)OCC1=CN=CS1)O)CC1=CC=CC=C1 ((2S,3S,5S)-5-amino-2-(N-((5-thiazolyl)methoxycarbonyl)amino)-1,6-diphenyl-3-hydroxyhexane), O.ON1N=NC2=C1C=CC=C2 (1-hydroxybenzotriazole hydrate), C(C)N=C=NCCCN(C)C (N-ethyl-N'-dimethylaminopropyl carbodiimide). Solvent: C1CCOC1 (THF). Product: CN(CC=1N=C(SC1)C(C)C)C(=O)N[C@@H](C(C)C)C(=O)N[C@H](C[C@@H]([C@H](CC1=CC=CC=C1)NC(=O)OCC1=CN=CS1)O)CC1=CC=CC=C1 ((2S,3S,5S)-5-(N-(N-((N-Methyl-N-((2-isopropyl-4-thiazolyl)methyl)amino)carbonyl)valinyl)amino)-2-(N-((5-thiazolyl)methoxycarbonyl)amino)-1,6-diphenyl-3-hydroxyhexane). Isolated yield 74.6%. RXN SMILES: [CH3:1][N:2]([C:12]([NH:14][C@H:15]([C:19]([OH:21])=O)[CH:16]([CH3:18])[CH3:17])=[O:13])[CH2:3][C:4]1[N:5]=[C:6]([CH:9]([CH3:11])[CH3:10])[S:7][CH:8]=1.[NH2:22][C@@H:23]([CH2:45][C:46]1[CH:51]=[CH:50][CH:49]=[CH:48][CH:47]=1)[CH2:24][C@H:25]([OH:44])[C@@H:26]([NH:34][C:35]([O:37][CH2:38][C:39]1[S:43][CH:42]=[N:41][CH:40]=1)=[O:36])[CH2:27][C:28]1[CH:33]=[CH:32][CH:31]=[CH:30][CH:29]=1.O.ON1C2C=CC=CC=2N=N1.C(N=C=NCCCN(C)C)C>C1COCC1>[CH3:1][N:2]([C:12]([NH:14][C@H:15]([C:19]([NH:22][C@@H:23]([CH2:45][C:46]1[CH:47]=[CH:48][CH:49]=[CH:50][CH:51]=1)[CH2:24][C@H:25]([OH:44])[C@@H:26]([NH:34][C:35]([O:37][CH2:38][C:39]1[S:43][CH:42]=[N:41][CH:40]=1)=[O:36])[CH2:27][C:28]1[CH:33]=[CH:32][CH:31]=[CH:30][CH:29]=1)=[O:21])[CH:16]([CH3:17])[CH3:18])=[O:13])[CH2:3][C:4]1[N:5]=[C:6]([CH:9]([CH3:10])[CH3:11])[S:7][CH:8]=1 |f:2.3|. Procedure details: A solution of 70 mg (0.223 mmol) of N-((N-methyl-N-((2-isopropyl-4-thiazolyl)methyl)amino)carbonyl)-L-valine, 79 mg (0.186 mmol) of (2S,3S,5S)-5-amino-2-(N-((5-thiazolyl)methoxycarbonyl)amino)-1,6-diphenyl-3-hydroxyhexane, 30 mg (0.223 mmol) of 1-hydroxybenzotriazole hydrate, and 51 mg (0.266 mmol) of N-ethyl-N'-dimethylaminopropyl carbodiimide in 2 ml of THF was stirred at ambient temperature for 16 h. The resulting solution was concentrated in vacuo, and the residue was purified by silica gel ...